The task is: describe an organic reaction: reactants, conditions, products, and yield. This data is from the Open Reaction Database (ORD), a public repository of structured organic reaction records. Starting materials: N=C1NC(=O)CS1, O=Cc1ccc2c(c1)OCO2. Yields the product N=C1NC(=O)C(=Cc2ccc3c(c2)OCO3)S1. RXN SMILES: [NH:12]=[C:13]1[S:14][CH2:15][C:16](=[O:18])[NH:17]1.[O:1]1[CH2:2][O:3][c:4]2[c:5]1[cH:6][cH:7][c:8]([CH:10]=[O:11])[cH:9]2>>[O:1]1[CH2:2][O:3][c:4]2[c:5]1[cH:6][cH:7][c:8]([CH:10]=[C:15]1[S:14][C:13](=[NH:12])[NH:17][C:16]1=[O:18])[cH:9]2. Starting materials: needles, C(C)(C)C=1C(NC2=C(C=CC(=C2C1)OCC(=C)C)C)=O (3-isopropyl-8-methyl-5-(2-methylallyl)oxycarbostyril). Run in C(C)(=O)OCC.CCCCCC (ethyl acetate hexane). Yields the product OC1=C2C=C(C(NC2=C(C=C1CC(=C)C)C)=O)C(C)C (5-Hydroxy-3-isopropyl-8-methyl-6-(2-methylallyl)carbostyril). Yield: 185.3%. Reaction SMILES: [CH:1]([C:4]1[C:5](=[O:20])[NH:6][C:7]2[C:12]([CH:13]=1)=[C:11]([O:14]CC(C)=C)[CH:10]=[CH:9][C:8]=2[CH3:19])([CH3:3])[CH3:2]>C(OCC)(=O)C.CCCCCC>[OH:14][C:11]1[C:10]([CH2:3][C:1]([CH3:4])=[CH2:2])=[CH:9][C:8]([CH3:19])=[C:7]2[C:12]=1[CH:13]=[C:4]([CH:1]([CH3:2])[CH3:3])[C:5](=[O:20])[NH:6]2 |f:1.2|. Procedure: Using 3-isopropyl-8-methyl-5-(2-methylallyl)oxycarbostyril (1.0 g, 3.7 mmol), the procedure of Reference Example 65 was followed (reaction, post-treatment, recrystallization from ethyl acetate-hexane). 930 mg of the title compound was obtained as colorless needles (92.6%). Starting materials: [S@]1(OCC2N1CCCC2)=O ((R)-hexahydro-[1,2,3]oxathiazolo[3,4-a]pyridine 1-oxide), [O-]I(=O)(=O)=O.[Na+] (sodium (meta)periodate), O (H2O). The reagents and catalysts are O.[Ru](Cl)(Cl)Cl (ruthenium(III) chloride hydrate). The solvent is C(C)#N (acetonitrile), C(=O)(O)[O-].[Na+] (NaHCO3), CCOC(=O)C (EtOAc). Run at temperature 0 celsius, time 20 minute. Yields the product S1(OC[C@@H]2N1CCCC2)(=O)=O ((R) —Hexahydro-[1,2,3]oxathiazolo[3,4-a]pyridine 1,1-dioxide), oil. Isolated yield 69.0%. RXN SMILES: [S@:1]1(=[O:10])[N:5]2[CH2:6][CH2:7][CH2:8][CH2:9][CH:4]2[CH2:3][O:2]1.[O-:11]I(=O)(=O)=O.[Na+].O>C(#N)C.C([O-])(O)=O.[Na+].CCOC(C)=O.O.[Ru](Cl)(Cl)Cl>[S:1]1(=[O:11])(=[O:10])[N:5]2[CH2:6][CH2:7][CH2:8][CH2:9][C@@H:4]2[CH2:3][O:2]1 |f:1.2,5.6,8.9|. Procedure details: To a solution of (R)-hexahydro-[1,2,3]oxathiazolo[3,4-a]pyridine 1-oxide (1.09 g, 6.76 mmol) in anhydrous acetonitrile (10 mL) was added sodium (meta)periodate (1.6 g, 7.436 mmol), followed by ruthenium(III) chloride hydrate (14 mg, 0.0676 mmol), and then H2O (10 mL). The mixture was stirred at 0° C. for 10 min and at rt for 20 min, then diluted with saturated NaHCO3 (30 mL) and EtOAc (100 mL). The aqueous layer was extracted with EtOAc (80 mL) and dichloromethane (80 mL). The combined organic l... Starting materials: CC#N, COc1ccc(C2OS(=O)OC2c2ccc(OC)c(OCc3ccccc3)c2)cc1OCc1ccccc1, ClCCl, [O-][I+3]([O-])([O-])[O-], [Na+], O, Cl[Ru](Cl)Cl. Yields the product COc1ccc(C2OS(=O)(=O)OC2c2ccc(OC)c(OCc3ccccc3)c2)cc1OCc1ccccc1. RXN SMILES: [C:50](#[N:51])[CH3:52].[CH2:1]([c:2]1[cH:3][cH:4][cH:5][cH:6][cH:7]1)[O:8][c:9]1[cH:10][c:11]([CH:17]2[O:18][S:19](=[O:38])[O:20][CH:21]2[c:22]2[cH:23][c:24]([O:30][CH2:31][c:32]3[cH:33][cH:34][cH:35][cH:36][cH:37]3)[c:25]([O:28][CH3:29])[cH:26][cH:27]2)[cH:12][cH:13][c:14]1[O:15][CH3:16].[Cl:53][CH2:54][Cl:55].[I+3:39]([O-:40])([O-:41])([O-:42])[O-:43].[Na+:44].[OH2:45].[Ru:46]([Cl:47])([Cl:48])[Cl:49]>>[CH2:1]([c:2]1[cH:3][cH:4][cH:5][cH:6][cH:7]1)[O:8][c:9]1[cH:10][c:11]([CH:17]2[O:18][S:19](=[O:38])(=[O:40])[O:20][CH:21]2[c:22]2[cH:23][c:24]([O:30][CH2:31][c:32]3[cH:33][cH:34][cH:35][cH:36][cH:37]3)[c:25]([O:28][CH3:29])[cH:26][cH:27]2)[cH:12][cH:13][c:14]1[O:15][CH3:16]. Starting materials: C=CCBr, C1CCOC1, ClCCl, C[Si](C)(C)[N-][Si](C)(C)C, [Cl-], [NH4+], [Na+], CC(C)(C)OC(=O)N1CCC(Nc2ncccn2)CC1. The product is C=CCN(c1ncccn1)C1CCN(C(=O)OC(C)(C)C)CC1. As a reaction SMILES: [CH2:31]([CH:32]=[CH2:33])[Br:34].[CH2:37]1[O:38][CH2:39][CH2:40][CH2:41]1.[CH2:42]([Cl:43])[Cl:44].[CH3:21][Si:22]([CH3:23])([CH3:24])[N-:25][Si:26]([CH3:27])([CH3:28])[CH3:29].[Cl-:35].[NH4+:36].[Na+:30].[n:1]1[c:2]([NH:7][CH:8]2[CH2:9][CH2:10][N:11]([C:14](=[O:15])[O:16][C:17]([CH3:18])([CH3:19])[CH3:20])[CH2:12][CH2:13]2)[n:3][cH:4][cH:5][cH:6]1>>[n:1]1[c:2]([N:7]([CH:8]2[CH2:9][CH2:10][N:11]([C:14](=[O:15])[O:16][C:17]([CH3:18])([CH3:19])[CH3:20])[CH2:12][CH2:13]2)[CH2:33][CH:32]=[CH2:31])[n:3][cH:4][cH:5][cH:6]1.